From a dataset of the Open Reaction Database (ORD), a public repository of structured organic reaction records. describe an organic reaction: reactants, conditions, products, and yield Starting materials: CS(=O)(=O)OC1=C(C=CC=C1)CCOC1=CC=C(C=C1)C=O (2-[2-(4-formylphenoxy)ethyl]phenyl methanesulfonate), S1C(NC(C1)=O)=O (2,4-thiazolidinedione), C(C)(=O)[O-].[Na+] (sodium acetate), O.CC(=O)C (water acetone). Solvent: C(C)(=O)O (acetic acid), O (water). Run at time 10 minute. Product: CS(=O)(=O)OC1=C(C=CC=C1)CCOC1=CC=C(C=C2C(NC(S2)=O)=O)C=C1 (5-(4-[2-(2-methanesulfonyloxyphenyl)ethoxy]benzylidene)thiazolidine-2,4-dione). Yield: 73.3%. Reaction SMILES: [CH3:1][S:2]([O:5][C:6]1[CH:11]=[CH:10][CH:9]=[CH:8][C:7]=1[CH2:12][CH2:13][O:14][C:15]1[CH:20]=[CH:19][C:18]([CH:21]=O)=[CH:17][CH:16]=1)(=[O:4])=[O:3].[S:23]1[CH2:27][C:26](=[O:28])[NH:25][C:24]1=[O:29].C([O-])(=O)C.[Na+].O.CC(C)=O>C(O)(=O)C.O>[CH3:1][S:2]([O:5][C:6]1[CH:11]=[CH:10][CH:9]=[CH:8][C:7]=1[CH2:12][CH2:13][O:14][C:15]1[CH:16]=[CH:17][C:18]([CH:21]=[C:27]2[S:23][C:24](=[O:29])[NH:25][C:26]2=[O:28])=[CH:19][CH:20]=1)(=[O:3])=[O:4] |f:2.3,4.5|. Reported procedure: 1.7 g (5.3 mmole) 2-[2-(4-formylphenoxy)ethyl]phenyl methanesulfonate, 0.77 g (6.6 mmole) 2,4-thiazolidinedione and 1.06 g (13.2 mmole) sodium acetate were heated to 130° C. and allowed to stay at 130° C. for 10 minutes. The reaction mixture was taken off the heat and water:acetone (2:1) was added, the formed solid material was stirred with water and acetic acid, the precipitate was collected by filtration and washed with diethyl ether and recrystallized in dichloromethane to give 1.63 g (yield ... Product: Cn1nncc1-c1cc(C(=O)NC(CN)Cc2ccccc2C(F)(F)F)sc1Cl. The reactants are CO, Cn1nncc1-c1cc(C(=O)NC(Cc2ccccc2C(F)(F)F)CN2C(=O)c3ccccc3C2=O)sc1Cl, NN, O. RXN SMILES: [CH3:42][OH:43].[Cl:1][c:2]1[c:3](-[c:34]2[cH:35][n:36][n:37][n:38]2[CH3:39])[cH:4][c:5]([C:7](=[O:8])[NH:9][CH:10]([CH2:11][N:12]2[C:13](=[O:14])[c:15]3[c:16]([cH:17][cH:18][cH:19][cH:20]3)[C:21]2=[O:22])[CH2:23][c:24]2[c:25]([C:30]([F:31])([F:32])[F:33])[cH:26][cH:27][cH:28][cH:29]2)[s:6]1.[NH2:40][NH2:41].[OH2:44]>>[Cl:1][c:2]1[c:3](-[c:34]2[cH:35][n:36][n:37][n:38]2[CH3:39])[cH:4][c:5]([C:7](=[O:8])[NH:9][CH:10]([CH2:11][NH2:12])[CH2:23][c:24]2[c:25]([C:30]([F:31])([F:32])[F:33])[cH:26][cH:27][cH:28][cH:29]2)[s:6]1. Starting materials: CCOC(=O)Cc1cccnc1COC(C)=O, CCO, [K+], [OH-]. Yields the product CCOC(=O)Cc1cccnc1CO. Reaction SMILES: [CH2:1]([CH3:2])[O:3][C:4]([CH2:5][c:6]1[c:7]([CH2:12][O:13][C:14](=[O:15])[CH3:16])[n:8][cH:9][cH:10][cH:11]1)=[O:17].[CH3:20][CH2:21][OH:22].[K+:19].[OH-:18]>>[CH2:1]([CH3:2])[O:3][C:4]([CH2:5][c:6]1[c:7]([CH2:12][OH:13])[n:8][cH:9][cH:10][cH:11]1)=[O:17]. Reactants: C(C)(C)(C)OC(=O)N1CCC(CC1)OC1=C(C=CC=C1)C(F)(F)F (4-(2-trifluoromethylphenoxy)piperidine-1-carboxylic acid tert-butyl ester), FC(C(=O)O)(F)F (trifluoroacetic acid). Solvent: ClCCl (dichloromethane). Run at time 24 hour. Yields the product FC(C1=C(OC2CCNCC2)C=CC=C1)(F)F (4-(2-TRIFLUOROMETHYLPHENOXY)PIPERIDINE). RXN SMILES: C(OC([N:8]1[CH2:13][CH2:12][CH:11]([O:14][C:15]2[CH:20]=[CH:19][CH:18]=[CH:17][C:16]=2[C:21]([F:24])([F:23])[F:22])[CH2:10][CH2:9]1)=O)(C)(C)C.FC(F)(F)C(O)=O>ClCCl>[F:24][C:21]([F:22])([F:23])[C:16]1[CH:17]=[CH:18][CH:19]=[CH:20][C:15]=1[O:14][CH:11]1[CH2:12][CH2:13][NH:8][CH2:9][CH2:10]1. Reported procedure: To a stirred solution of 4-(2-trifluoromethylphenoxy)piperidine-1-carboxylic acid tert-butyl ester (1.413 g, 4.000 mmol) in dichloromethane (40.0 mL) was added trifluoroacetic acid (6.0 mL, 80.00 mmol). The resulting mixture was stirred at ambient temperature for 24 hours and then quenched with a saturated aqueous solution of Na2CO3 (10.0 mL). The organic phase was washed with water (20.0 mL), brine (20.0 mL), dried over MgSO4 and then concentrated in vacuo. The obtained crude product was used w... Starting materials: O=C([O-])[O-], CN(C)C=O, Cl, O=[N+]([O-])c1ccccc1F, [K+], [K+], O, O=C(O)c1ccccc1S. The product is O=C(O)c1ccccc1Sc1ccccc1[N+](=O)[O-]. Reaction SMILES: [C:21](=[O:22])([O-:23])[O-:24].[CH3:28][N:29]([CH3:30])[CH:31]=[O:32].[ClH:27].[F:11][c:12]1[c:13]([N+:18](=[O:19])[O-:20])[cH:14][cH:15][cH:16][cH:17]1.[K+:25].[K+:26].[OH2:33].[OH:1][C:2](=[O:3])[c:4]1[cH:5][cH:6][cH:7][cH:8][c:9]1[SH:10]>>[OH:1][C:2](=[O:3])[c:4]1[cH:5][cH:6][cH:7][cH:8][c:9]1[S:10][c:12]1[c:13]([N+:18](=[O:19])[O-:20])[cH:14][cH:15][cH:16][cH:17]1. Yields the product O=C1c2ccccc2C(=O)N1CCCc1cccc(C=Cc2c(Cl)cccc2Cl)c1. Reactants: [Br-], Clc1cccc(Cl)c1C[P+](c1ccccc1)(c1ccccc1)c1ccccc1, O=Cc1cccc(CCCN2C(=O)c3ccccc3C2=O)c1. As a reaction SMILES: [Br-:1].[Cl:2][c:3]1[c:4]([CH2:5][P+:6]([c:7]2[cH:8][cH:9][cH:10][cH:11][cH:12]2)([c:13]2[cH:14][cH:15][cH:16][cH:17][cH:18]2)[c:19]2[cH:20][cH:21][cH:22][cH:23][cH:24]2)[c:25]([Cl:29])[cH:26][cH:27][cH:28]1.[O:30]=[C:31]1[N:32]([CH2:41][CH2:42][CH2:43][c:44]2[cH:45][c:46]([CH:47]=[O:48])[cH:49][cH:50][cH:51]2)[C:33](=[O:40])[c:34]2[cH:35][cH:36][cH:37][cH:38][c:39]21>>[Cl:2][c:3]1[c:4]([CH:5]=[CH:47][c:46]2[cH:45][c:44]([CH2:43][CH2:42][CH2:41][N:32]3[C:31](=[O:30])[c:39]4[c:34]([cH:35][cH:36][cH:37][cH:38]4)[C:33]3=[O:40])[cH:51][cH:50][cH:49]2)[c:25]([Cl:29])[cH:26][cH:27][cH:28]1.